Task: describe an organic reaction: reactants, conditions, products, and yield. Dataset: the Open Reaction Database (ORD), a public repository of structured organic reaction records The reactants are CC(O[Si](C)(C)C(C)(C)C)c1ncc(Cn2ncc(NC(=O)c3ncoc3-c3ccccc3)n2)o1, CCCC[N+](CCCC)(CCCC)CCCC, C1CCOC1, [F-], N#N. Product: CC(O)c1ncc(Cn2ncc(NC(=O)c3ncoc3-c3ccccc3)n2)o1. RXN SMILES: [C:3]([Si:4]([CH3:5])([CH3:6])[O:8][CH:9]([CH3:10])[c:11]1[o:12][c:13]([CH2:16][n:17]2[n:18][cH:19][c:20]([NH:22][C:23](=[O:24])[c:25]3[n:26][cH:27][o:28][c:29]3-[c:30]3[cH:31][cH:32][cH:33][cH:34][cH:35]3)[n:21]2)[cH:14][n:15]1)([CH3:7])([CH3:36])[CH3:37].[CH2:39]([N+:40]([CH2:41][CH2:42][CH2:43][CH3:44])([CH2:45][CH2:46][CH2:47][CH3:48])[CH2:49][CH2:50][CH2:51][CH3:52])[CH2:53][CH2:54][CH3:55].[CH2:56]1[O:57][CH2:58][CH2:59][CH2:60]1.[F-:38].[N:1]#[N:2]>>[OH:8][CH:9]([CH3:10])[c:11]1[o:12][c:13]([CH2:16][n:17]2[n:18][cH:19][c:20]([NH:22][C:23](=[O:24])[c:25]3[n:26][cH:27][o:28][c:29]3-[c:30]3[cH:31][cH:32][cH:33][cH:34][cH:35]3)[n:21]2)[cH:14][n:15]1.